describe an organic reaction: reactants, conditions, products, and yield From a dataset of the Open Reaction Database (ORD), a public repository of structured organic reaction records. The reactants are C(C)(=O)O (acetic acid), N (ammonia), C(CCCCCCCCCCCCCCCCC)(=O)O (stearic acid). Solvent: O (water). The product is CCCCCCCC/C=C\CCCCCCCC(=O)O.N (ammonia soap). RXN SMILES: C(O)(=O)C.[NH3:5].[C:6]([OH:25])(=[O:24])[CH2:7][CH2:8][CH2:9][CH2:10][CH2:11][CH2:12][CH2:13][CH2:14][CH2:15][CH2:16][CH2:17][CH2:18][CH2:19][CH2:20][CH2:21][CH2:22][CH3:23]>O>[CH3:23][CH2:22][CH2:21][CH2:20][CH2:19][CH2:18][CH2:17][CH2:16]/[CH:15]=[CH:14]\[CH2:13][CH2:12][CH2:11][CH2:10][CH2:9][CH2:8][CH2:7][C:6]([OH:25])=[O:24].[NH3:5] |f:4.5|. Reported procedure: Separately, a 200-ml capacity beaker was charged with 1.44 g of granular acetic acid, 2.08 ml of aqueous ammonia having a concentration of 0.736 mole/l and 50 ml of water, and the mixture was heated at 90° C. under agitation on by a glass rod to completely emulsify stearic acid and form an ammonia soap suspension. The reactants are NC=1SC=C(N1)/C(/C(=O)N[C@H]1[C@H]2SCC(=C(N2C1=O)C(=O)O)CSC1=CC(=NC=2N1N=CN2)OC)=N/OC ((6R,7R)-7-[2-(2-amino-4-thiazolyl)-2-(Z-methoxyimino)acetamido]-3-[(5-methoxy-s-triazolo[1,5-a]pyrimidin-7-yl)thiomethyl]-8-oxo-5-thia-1-azabicyclo[4.2.0]oct-2-ene-2-carboxylic acid), NC=1SC=C(N1)/C(/C(=O)N[C@H]1[C@H]2SCC(=C(N2C1=O)C(=O)O)CSC1=CC(=NC=2N1N=C(N2)N)C)=N/OC ((6R,7R)-7-[2-(2-amino-4-thiazolyl)-2-(Z-methoxyimino)acetamido]-3-[(2-amino-5-methyl-s-triazolo[1,5-a]pyrimidin-7-yl)thiomethyl]-8-oxo-5-thia-1-azabicyclo[4.2.0]oct-2-ene-2-carboxylic acid). Product: NC=1SC=C(N1)/C(/C(=O)N[C@H]1[C@H]2SCC(=C(N2C1=O)C(=O)O)CSC1=CC=NC=2N1N=C(N2)C(=O)O)=N/OC ((6R,7R)-7-[2-(2-amino-4-thiazolyl)-2-(Z-methoxyimino)acetamido]-3-[(2-carboxy-s-triazolo[1,5-a]pyrimidin-7-yl)thiomethyl]-8-oxo-5-thia-1-azabicyclo[4.2.0]oct-2-ene-2-carboxylic acid). RXN SMILES: [NH2:1][C:2]1[S:3][CH:4]=[C:5](/[C:7](=[N:36]/[O:37][CH3:38])/[C:8]([NH:10][C@@H:11]2[C:18](=[O:19])[N:17]3[C@@H:12]2[S:13][CH2:14][C:15]([CH2:23][S:24][C:25]2[N:30]4[N:31]=[CH:32][N:33]=[C:29]4[N:28]=[C:27](OC)[CH:26]=2)=[C:16]3[C:20]([OH:22])=[O:21])=[O:9])[N:6]=1.NC1SC=C(/C(=N/OC)/C(N[C@@H]2C(=O)N3[C@@H]2SCC(CSC2N4N=C(N)N=C4N=C(C)C=2)=C3[C:58]([OH:60])=[O:59])=O)N=1>>[NH2:1][C:2]1[S:3][CH:4]=[C:5](/[C:7](=[N:36]/[O:37][CH3:38])/[C:8]([NH:10][C@@H:11]2[C:18](=[O:19])[N:17]3[C@@H:12]2[S:13][CH2:14][C:15]([CH2:23][S:24][C:25]2[N:30]4[N:31]=[C:32]([C:58]([OH:60])=[O:59])[N:33]=[C:29]4[N:28]=[CH:27][CH:26]=2)=[C:16]3[C:20]([OH:22])=[O:21])=[O:9])[N:6]=1. Procedure: (6R,7R)-7-[2-(2-amino-4-thiazolyl)-2-(Z-methoxyimino)acetamido]-3-[(5-methoxy-s-triazolo[1,5-a]pyrimidin-7-yl)thiomethyl]-8-oxo-5-thia-1-azabicyclo[4.2.0]oct-2-ene-2-carboxylic acid Compound 17: (6R,7R)-7-[2-(2-amino-4-thiazolyl)-2-(Z-methoxyimino)acetamido]-3-[(2-amino-5-methyl-s-triazolo[1,5-a]pyrimidin-7-yl)thiomethyl]-8-oxo-5-thia-1-azabicyclo[4.2.0]oct-2-ene-2-carboxylic acid The reactants are COC1=C(C=CC=C1C(F)(F)F)C1=CC=NC=C1 (4-[2-methoxy-3-(trifluoro-methyl)phenyl]pyridine), Cl (hydrochloric acid). The reagents and catalysts are [Pt]=O (platinum oxide). Solvent: C([O-])([O-])=O.[Na+].[Na+] (sodium carbonate), CO (methanol). Run at time 1 hour. Yields the product COC1=C(C=CC=C1C(F)(F)F)C1CCNCC1 (4-[2-METHOXY-3-(TRIFLUOROMETHYL)PHENYL]-PIPERIDINE). Yield: 88.3%. As a reaction SMILES: [CH3:1][O:2][C:3]1[C:8]([C:9]([F:12])([F:11])[F:10])=[CH:7][CH:6]=[CH:5][C:4]=1[C:13]1[CH:18]=[CH:17][N:16]=[CH:15][CH:14]=1.Cl>CO.C(=O)([O-])[O-].[Na+].[Na+].[Pt]=O>[CH3:1][O:2][C:3]1[C:8]([C:9]([F:10])([F:12])[F:11])=[CH:7][CH:6]=[CH:5][C:4]=1[CH:13]1[CH2:18][CH2:17][NH:16][CH2:15][CH2:14]1 |f:3.4.5|. Reported procedure: To a solution of 4-[2-methoxy-3-(trifluoro-methyl)phenyl]pyridine (0.42 g, 1.66 mmol) in methanol (10 ml), was added platinum oxide (0.10 g) and hydrochloric acid (0.1 ml, cone) and the reaction mixture was hydrogenated at 50 psi for 1 h under hydrogen. Filtration through a pad of celite and evaporation of the filtrate gave 0.48 g of crude product as the hydrochloric acid salt. The salt was dissolved in aqueous sodium carbonate (10%, 50 ml) and extracted with ethylacetate (3×50 ml). The combined... Reactants: C(C1=CC=CC=C1)OC1=NC=CC=C1C1=C(CN2C(CC[C@H]2C(O[SiH2]C(C)(C)C)(C)C)=O)C=C(C(=C1)C(C)(C)C)OC ((S)-1-[2-(2-benzyloxy-pyridin-3-yl)-4-tert-butyl-5-methoxy-benzyl]-5-(tert-butyl-dimethyl-silanyloxymethyl)-pyrrolidin-2-one), (n-Bu)4N, Cl (HCl). Run in C1CCOC1 (THF). Product: C(C1=CC=CC=C1)OC1=NC=CC=C1C1=C(CN2C(CC[C@H]2CO)=O)C=C(C(=C1)C(C)(C)C)OC ((S)-1-[2-(2-benzyloxy-pyridin-3-yl)-4-tert-butyl-5-methoxy-benzyl]-5-hydroxymethyl-pyrrolidin-2-one). Isolated yield 95.8%. As a reaction SMILES: [CH2:1]([O:8][C:9]1[C:14]([C:15]2[CH:36]=[C:35]([C:37]([CH3:40])([CH3:39])[CH3:38])[C:34]([O:41][CH3:42])=[CH:33][C:16]=2[CH2:17][N:18]2[C@H:22]([C:23](C)(C)[O:24][SiH2]C(C)(C)C)[CH2:21][CH2:20][C:19]2=[O:32])=[CH:13][CH:12]=[CH:11][N:10]=1)[C:2]1[CH:7]=[CH:6][CH:5]=[CH:4][CH:3]=1.Cl>C1COCC1>[CH2:1]([O:8][C:9]1[C:14]([C:15]2[CH:36]=[C:35]([C:37]([CH3:38])([CH3:40])[CH3:39])[C:34]([O:41][CH3:42])=[CH:33][C:16]=2[CH2:17][N:18]2[C@H:22]([CH2:23][OH:24])[CH2:21][CH2:20][C:19]2=[O:32])=[CH:13][CH:12]=[CH:11][N:10]=1)[C:2]1[CH:3]=[CH:4][CH:5]=[CH:6][CH:7]=1. Procedure details: step 3—To a solution of 106 (128 mg, 0.22 mmol) and THF (10 mL) under an argon atmosphere was added dropwise (n-Bu)4N+F− (0.24 mL, 1M in THF). After 1 h the mixture was poured into 1N HCl, extracted with EtOAc, washed with brine, dried (MgSO4), filtered and concentrated to afford 100 mg (97%) of (S)-1-[2-(2-benzyloxy-pyridin-3-yl)-4-tert-butyl-5-methoxy-benzyl]-5-hydroxymethyl-pyrrolidin-2-one (108).